Dataset: the Open Reaction Database (ORD), a public repository of structured organic reaction records. Task: describe an organic reaction: reactants, conditions, products, and yield Starting materials: ClC=1C=C(C=CC1)C1(CCC1)N (1-(3-Chlorophenyl)cyclobutane amine), CN1CCOCC1 (N-methylmorpholine), N1=CC(=CC=C1)NC(OC1=CC=CC=C1)=NC#N (N-(3-pyridyl)-N'-cyano-O-phenylisourea). Run in O1CCOCC1 (1,4-dioxane). Conditions: time 1 hour. The product is ClC=1C=C(C=CC1)C1(CCC1)NC(NC=1C=NC=CC1)=NC#N (N'-[1-(3-Chlorophenyl)cyclobutyl]-N"-cyano-N-(3-pyridyl)guanidine). Isolated yield 46.0%. Reaction SMILES: [N:1]1[CH:6]=[CH:5][CH:4]=[C:3]([NH:7][C:8](=[N:16][C:17]#[N:18])OC2C=CC=CC=2)[CH:2]=1.[Cl:19][C:20]1[CH:21]=[C:22]([C:26]2([NH2:30])[CH2:29][CH2:28][CH2:27]2)[CH:23]=[CH:24][CH:25]=1.CN1CCOCC1>O1CCOCC1>[Cl:19][C:20]1[CH:21]=[C:22]([C:26]2([NH:30][C:8](=[N:16][C:17]#[N:18])[NH:7][C:3]3[CH:2]=[N:1][CH:6]=[CH:5][CH:4]=3)[CH2:29][CH2:28][CH2:27]2)[CH:23]=[CH:24][CH:25]=1. Procedure: A stirred mixture of N-(3-pyridyl)-N'-cyano-O-phenylisourea (see, Example 5 for procedure) (2.62 g, 0.0110 mol), the product from Step 4 (2.00 g, 0.0110 mol), N-methylmorpholine (3.00 ml, 0.275 mol) and 1,4-dioxane (40 ml) was refluxed, under nitrogen for 4 hours and kept ambient temperature for 1 hour. The product which had precipitated from the mixture was collected by filtration, washed with tert-butyl methyl ether and crystallized from CH3CN to give 1.65 g (46%) of the titled product, m.p. 2... Starting materials: Cl (hydrochloride), CN(C)C=O (DMF), C(=O)(C(F)(F)F)O (TFA), CCN(C(C)C)C(C)C (DIEA), CN(C(=O)Cl)C (dimethylcarbamoyl chloride), Cl (HCl). Run in CC#N (MeCN). Conditions: time 1.5 hour. Product: N1=C(C=NC=C1)C(=O)N (pyrazine-2-carboxamide), Cl (HCl). RXN SMILES: Cl.CC[N:4]([CH:8]([CH3:10])C)[CH:5](C)[CH3:6].C[N:12](C)[C:13]([Cl:15])=[O:14].C(O)(C(F)(F)F)=O.C[N:25](C=O)C>CC#N>[N:25]1[CH:10]=[CH:8][N:4]=[CH:5][C:6]=1[C:13]([NH2:12])=[O:14].[ClH:15]. Procedure details: The mixture of (R)-tert-butyl 1-(6-chloro-5-cyanopyrazin-2-yl)piperidin-3-ylcarbamate (87, 240 mg, 0.71 mmol), 4-(1-methylpiperidin-4-yl)aniline (280 mg, 1.42 mmol), fine-powder cesium carbonate (930 mg, 2.84 mmol), Pd(OAc)2 (32 mg, 0.14 mmol), BINAP (88 mg, 0.14 mmol) in 20 mL dioxane was degassed with nitrogen stream for 3 min. It was then stirred in 115° C. bath in nitrogen atmosphere for 2 hours. The mixture was cooled to RT, diluted with 100 mL EtOAc, and filtered. The filtrate was concentr... Reactants: BrCC(=O)C1=C(C=C(C(=C1)S(N)(=O)=O)Cl)Cl (2-bromo-2',4'-dichloro-5'-sulfamoyl-acetophenone), C(C)NC(=S)NCC (1,3-diethyl-thiourea). The product is Br.C(C)N1C(SCC1(O)C1=C(C=C(C(=C1)S(N)(=O)=O)Cl)Cl)=NCC (3-Ethyl-2-ethylimino-4-(2,4-dichloro-5-sulfamoylphenyl)-1,3-thiazolidine-4-ol-hydrobromide). RXN SMILES: [Br:1][CH2:2][C:3]([C:5]1[CH:10]=[C:9]([S:11](=[O:14])(=[O:13])[NH2:12])[C:8]([Cl:15])=[CH:7][C:6]=1[Cl:16])=[O:4].[CH2:17]([NH:19][C:20]([NH:22][CH2:23][CH3:24])=[S:21])[CH3:18]>>[BrH:1].[CH2:23]([N:22]1[C:3]([C:5]2[CH:10]=[C:9]([S:11](=[O:14])(=[O:13])[NH2:12])[C:8]([Cl:15])=[CH:7][C:6]=2[Cl:16])([OH:4])[CH2:2][S:21][C:20]1=[N:19][CH2:17][CH3:18])[CH3:24] |f:2.3|. Procedure: was obtained in a manner analogous to that described in Example 1 d) from 3.5 g of 2-bromo-2',4'-dichloro-5'-sulfamoyl-acetophenone and 1.3 g of 1,3-diethyl-thiourea. M.p. 202° C (decomposition). Starting materials: C(C)OC(CN(CC1=CC=CC=C1)C([C@H](C(C)C)NC(=O)OC(C)(C)C)=O)=O (((2(S)-tert-Butoxycarbonylamino-3-methylbutyryl)benzylamino)acetic Acid Ethyl Ester), C(C1=CC=CC=C1)(=O)Cl (benzoyl chloride), CCN(C(C)C)C(C)C (DIEA). The solvent is CCOC(=O)C (EtOAc), Cl (HCl). Conditions: time 3 hour. Product: C(C)OC(CN(CC1=CC=CC=C1)C([C@H](C(C)C)NC(C1=CC=CC=C1)=O)=O)=O (((2(S)-Benzoylamino-3-methylbutyryl)benzylamino)acetic Acid Ethyl Ester). The yield is 98.9%. As a reaction SMILES: [CH2:1]([O:3][C:4](=[O:28])[CH2:5][N:6]([C:14](=[O:27])[C@@H:15]([NH:19][C:20]([O:22]C(C)(C)C)=O)[CH:16]([CH3:18])[CH3:17])[CH2:7][C:8]1[CH:13]=[CH:12][CH:11]=[CH:10][CH:9]=1)[CH3:2].CCN(C(C)C)C(C)C.C(Cl)(=O)[C:39]1[CH:44]=[CH:43][CH:42]=[CH:41][CH:40]=1>CCOC(C)=O.Cl>[CH2:1]([O:3][C:4](=[O:28])[CH2:5][N:6]([C:14](=[O:27])[C@@H:15]([NH:19][C:20](=[O:22])[C:39]1[CH:44]=[CH:43][CH:42]=[CH:41][CH:40]=1)[CH:16]([CH3:17])[CH3:18])[CH2:7][C:8]1[CH:9]=[CH:10][CH:11]=[CH:12][CH:13]=1)[CH3:2]. Reported procedure: To a solution of compound 702 (3.45 g, 8.8 mmol) in EtOAc at 0° C. was bubbled in gaseous HCl until saturated. The reaction was warmed to rt and stirred for 3 hr. Nitrogen was bubbled through the reaction to remove excess HCl, followed by concentration in vacuo. The residue suspended in CH2Cl2 (50 mL), treated with DIEA (3.4 mL, 19.5 mmol) followed by benzoyl chloride (1.2 mL, 10.3 mmol) and the reaction allowed to stir overnight. The reaction was concentrated in vacuo and the residue taken up i... The reactants are COC1=CC=C(CN2N=CC3=C(C=CC=C23)[N+](=O)[O-])C=C1 (1-(4-methoxybenzyl)-4-nitro-1H-indazole), C(C)(=O)OCC (ethyl acetate). The reagents and catalysts are [Pt](=O)=O (platinum(IV) oxide). Solvent: C(C)O (ethanol). Conditions: time 2 hour. The product is COC1=CC=C(CN2N=CC=3C(=CC=CC23)N)C=C1 (1-(4-methoxybenzyl)-1H-indazol-4-amine). Isolated yield 99.8%. RXN SMILES: [CH3:1][O:2][C:3]1[CH:21]=[CH:20][C:6]([CH2:7][N:8]2[C:16]3[C:11](=[C:12]([N+:17]([O-])=O)[CH:13]=[CH:14][CH:15]=3)[CH:10]=[N:9]2)=[CH:5][CH:4]=1.C(OCC)(=O)C>C(O)C.[Pt](=O)=O>[CH3:1][O:2][C:3]1[CH:4]=[CH:5][C:6]([CH2:7][N:8]2[C:16]3[CH:15]=[CH:14][CH:13]=[C:12]([NH2:17])[C:11]=3[CH:10]=[N:9]2)=[CH:20][CH:21]=1. Reported procedure: A suspension of 1-(4-methoxybenzyl)-4-nitro-1H-indazole (9 g, 31.77 mmol) and platinum(IV) oxide (0.433 g, 1.91 mmol) in ethanol (150 mL)/ethyl acetate (10 mL) was hydrogenated under 40 psi at 25° C. for 2 hours. The resulting mixture was filtered and the filtrate was concentrated to dryness to afford 1-(4-methoxybenzyl)-1H-indazol-4-amine (8.03 g, 100%) as a yellow-orange solid. Mass spectrum: MH+ 254. The reactants are [Al+3], CON(C)C(=O)C1CCCC1c1ccc2c(c1)c(C#N)cn2C, [H-], [H-], [H-], [H-], [H-], CI, [Li+], [Na+], C1CCOC1. The product is Cn1cc(C#N)c2cc(C3CCCC3C=O)ccc21. As a reaction SMILES: [Al+3:29].[CH3:1][O:2][N:3]([C:4](=[O:5])[CH:6]1[CH:7]([c:11]2[cH:12][c:13]3[c:14]([C:21]#[N:22])[cH:15][n:16]([CH3:20])[c:17]3[cH:18][cH:19]2)[CH2:8][CH2:9][CH2:10]1)[CH3:23].[H-:24].[H-:28].[H-:31].[H-:32].[H-:33].[I:26][CH3:27].[Li+:30].[Na+:25].[O:34]1[CH2:35][CH2:36][CH2:37][CH2:38]1>>[CH:4](=[O:5])[CH:6]1[CH:7]([c:11]2[cH:12][c:13]3[c:14]([C:21]#[N:22])[cH:15][n:16]([CH3:20])[c:17]3[cH:18][cH:19]2)[CH2:8][CH2:9][CH2:10]1. Yields the product Cc1cc(COc2ccc(S(=O)(=O)NC3CCNCC3(O)C(=O)NO)cc2)c2ccccc2n1. The reactants are Cc1cc(COc2ccc(S(=O)(=O)NC3CCNCC3(O)C(=O)NOC(C)(C)C)cc2)c2ccccc2n1, O=C(O)C(F)(F)F, O=C(O)C(F)(F)F. Reaction SMILES: [C:8]([CH3:9])([CH3:10])([CH3:11])[O:12][NH:13][C:14](=[O:15])[C:16]1([OH:45])[CH2:17][NH:18][CH2:19][CH2:20][CH:21]1[NH:22][S:23](=[O:24])(=[O:25])[c:26]1[cH:27][cH:28][c:29]([O:32][CH2:33][c:34]2[cH:35][c:36]([CH3:44])[n:37][c:38]3[cH:39][cH:40][cH:41][cH:42][c:43]23)[cH:30][cH:31]1.[F:1][C:2]([F:3])([F:4])[C:5]([OH:6])=[O:7].[OH:46][C:47]([C:48]([F:49])([F:50])[F:51])=[O:52]>>[OH:12][NH:13][C:14](=[O:15])[C:16]1([OH:45])[CH2:17][NH:18][CH2:19][CH2:20][CH:21]1[NH:22][S:23](=[O:24])(=[O:25])[c:26]1[cH:27][cH:28][c:29]([O:32][CH2:33][c:34]2[cH:35][c:36]([CH3:44])[n:37][c:38]3[cH:39][cH:40][cH:41][cH:42][c:43]23)[cH:30][cH:31]1. Reactants: C(C)OC(C(CC(=O)C1=CC(=CC=C1)CC1=C(C=C(C=C1)F)F)=O)=O (4-[3-(2,4-difluoro-benzyl)-phenyl]-2,4-dioxo-butyric acid ethyl ester), crude material, [OH-].[Na+] (NaOH). Solvent: CO.CC(=O)O.C(Cl)Cl (MeOH AcOH CH2Cl2). Product: FC1=C(CC=2C=C(C=CC2)C(CC(C(=O)O)=O)=O)C=CC(=C1)F (4-[3-(2,4-Difluoro-benzyl)-phenyl]-2,4-dioxo-butyric acid). Reaction SMILES: C([O:3][C:4](=[O:25])[C:5](=[O:24])[CH2:6][C:7]([C:9]1[CH:14]=[CH:13][CH:12]=[C:11]([CH2:15][C:16]2[CH:21]=[CH:20][C:19]([F:22])=[CH:18][C:17]=2[F:23])[CH:10]=1)=[O:8])C.[OH-].[Na+]>CO.CC(O)=O.C(Cl)Cl>[F:23][C:17]1[CH:18]=[C:19]([F:22])[CH:20]=[CH:21][C:16]=1[CH2:15][C:11]1[CH:10]=[C:9]([C:7](=[O:8])[CH2:6][C:5](=[O:24])[C:4]([OH:25])=[O:3])[CH:14]=[CH:13][CH:12]=1 |f:1.2,3.4.5|. Procedure details: In a manner similar to example AIV-2-1, 4-[3-(2,4-difluoro-benzyl)-phenyl]-2,4-dioxo-butyric acid ethyl ester was formed and the crude material was hydrolyzed in a manner similar to example AIV-3-1 using 1N NaOH to afford L2 as a yellow solid. Rf=0.60 (6:6:94 MeOH/AcOH/CH2Cl2). 1H NMR (400 MHz, CDCl3) δ7.85 (m, 2H), 7.45 (m, 2H), 7.13 (m, 2H), 6.82 (m, 2H), 4.03 (s, 2H). mass spec (FAB, M+1) 319 m/e.